Dataset: the Open Reaction Database (ORD), a public repository of structured organic reaction records. Task: describe an organic reaction: reactants, conditions, products, and yield Reactants: ClCCl, CN(C)c1ccccc1, CO, O=C(Cc1ccccc1)NC1C(=O)N2CC(C(=O)OCc3ccc([N+](=O)[O-])cc3)(N3CCN(N=Cc4ccccc4)C3=O)SC12, ClP(Cl)(Cl)(Cl)Cl, O. Product: NC1C(=O)N2CC(C(=O)OCc3ccc([N+](=O)[O-])cc3)(N3CCN(N=Cc4ccccc4)C3=O)SC12. Reaction SMILES: [CH2:63]([Cl:64])[Cl:65].[CH3:46][N:47]([c:48]1[cH:49][cH:50][cH:51][cH:52][cH:53]1)[CH3:54].[CH3:61][OH:62].[CH:1]([c:2]1[cH:3][cH:4][cH:5][cH:6][cH:7]1)=[N:8][N:9]1[C:10](=[O:45])[N:11]([C:14]2([C:32](=[O:33])[O:34][CH2:35][c:36]3[cH:37][cH:38][c:39]([N+:42](=[O:43])[O-:44])[cH:40][cH:41]3)[CH2:15][N:16]3[C:17](=[O:31])[CH:18]([NH:21][C:22](=[O:23])[CH2:24][c:25]4[cH:26][cH:27][cH:28][cH:29][cH:30]4)[CH:19]3[S:20]2)[CH2:12][CH2:13]1.[Cl:55][P:56]([Cl:57])([Cl:58])([Cl:59])[Cl:60].[OH2:66]>>[CH:1]([c:2]1[cH:3][cH:4][cH:5][cH:6][cH:7]1)=[N:8][N:9]1[C:10](=[O:45])[N:11]([C:14]2([C:32](=[O:33])[O:34][CH2:35][c:36]3[cH:37][cH:38][c:39]([N+:42](=[O:43])[O-:44])[cH:40][cH:41]3)[CH2:15][N:16]3[C:17](=[O:31])[CH:18]([NH2:21])[CH:19]3[S:20]2)[CH2:12][CH2:13]1. Yields the product ONC1=NC(NN=C1)=O (5-hydroxyamino-3-oxo-2,3-dihydro-1,2,4-triazine). Yield: 90.7%. The reactants are resultant mixture, [Na] (sodium), C[O-].[Na+] (sodium methoxide), CSC1=NC(NN=C1)=O (5-Methylthio-2,3-dihydro-1,2,4-triazin-3-one), Cl.NO (hydroxylamine hydrochloride). The solvent is CO (methanol). RXN SMILES: [Na].C[O-].[Na+].CS[C:7]1[CH:12]=[N:11][NH:10][C:9](=[O:13])[N:8]=1.Cl.[NH2:15][OH:16]>CO>[OH:16][NH:15][C:7]1[CH:12]=[N:11][NH:10][C:9](=[O:13])[N:8]=1 |f:1.2,4.5,^1:0|. Reported procedure: Metallic sodium (0.55 g) was dissolved in methanol (40 ml) to prepare a methanolic solution of sodium methoxide. 5-Methylthio-2,3-dihydro-1,2,4-triazin-3-one (2.86 g) and hydroxylamine hydrochloride (1.67 g) were added thereto, and the resultant mixture was heated with reflux for 7 hours. After cooling to room temperature, the reaction mixture was concentrated under reduced pressure. The concentrated residue was recrystallized from 30% aqueous ethanol to give 5-hydroxyamino-3-oxo-2,3-dihydro-1,2... The reactants are CCOC(=O)CC(=O)N1CCC(Oc2ccccc2Cl)CC1, C1CCOC1, CO, [Li+], [OH-], O, O. RXN SMILES: [CH2:1]([CH3:2])[O:3][C:4]([CH2:5][C:6](=[O:7])[N:8]1[CH2:9][CH2:10][CH:11]([O:14][c:15]2[c:16]([Cl:21])[cH:17][cH:18][cH:19][cH:20]2)[CH2:12][CH2:13]1)=[O:22].[CH2:29]1[O:30][CH2:31][CH2:32][CH2:33]1.[CH3:23][OH:24].[Li+:27].[OH-:26].[OH2:25].[OH2:28]>>[O:3]=[C:4]([CH2:5][C:6](=[O:7])[N:8]1[CH2:9][CH2:10][CH:11]([O:14][c:15]2[c:16]([Cl:21])[cH:17][cH:18][cH:19][cH:20]2)[CH2:12][CH2:13]1)[OH:22]. Product: O=C(O)CC(=O)N1CCC(Oc2ccccc2Cl)CC1.